Dataset: the Open Reaction Database (ORD), a public repository of structured organic reaction records. Task: describe an organic reaction: reactants, conditions, products, and yield The reactants are CCSC1=NC(=O)C(=Cc2ccc3c(cnn3Cc3ccc(Cl)cc3C(F)(F)F)c2)S1, NC(=O)C1CNCCN1. The product is NC(=O)C1CN(C2=NC(=O)C(=Cc3ccc4c(cnn4Cc4ccc(Cl)cc4C(F)(F)F)c3)S2)CCN1. RXN SMILES: [Cl:1][c:2]1[cH:3][c:4]([C:28]([F:29])([F:30])[F:31])[c:5]([CH2:6][n:7]2[n:8][cH:9][c:10]3[cH:11][c:12]([CH:16]=[C:17]4[C:18](=[O:25])[N:19]=[C:20]([S:22][CH2:23][CH3:24])[S:21]4)[cH:13][cH:14][c:15]23)[cH:26][cH:27]1.[NH:32]1[CH:33]([C:38](=[O:39])[NH2:40])[CH2:34][NH:35][CH2:36][CH2:37]1>>[Cl:1][c:2]1[cH:3][c:4]([C:28]([F:29])([F:30])[F:31])[c:5]([CH2:6][n:7]2[n:8][cH:9][c:10]3[cH:11][c:12]([CH:16]=[C:17]4[C:18](=[O:25])[N:19]=[C:20]([N:35]5[CH2:34][CH:33]([C:38](=[O:39])[NH2:40])[NH:32][CH2:37][CH2:36]5)[S:21]4)[cH:13][cH:14][c:15]23)[cH:26][cH:27]1. The reactants are [Br-], C1CCOC1, C[P+](c1ccccc1)(c1ccccc1)c1ccccc1, CCCCCC(=O)c1ccc2c(c1)SCCC2(C)C, [Li]CCCC. Yields the product C=C(CCCCC)c1ccc2c(c1)SCCC2(C)C. Reaction SMILES: [Br-:25].[CH2:46]1[O:47][CH2:48][CH2:49][CH2:50]1.[CH3:26][P+:27]([c:28]1[cH:29][cH:30][cH:31][cH:32][cH:33]1)([c:34]1[cH:35][cH:36][cH:37][cH:38][cH:39]1)[c:40]1[cH:41][cH:42][cH:43][cH:44][cH:45]1.[CH3:6][C:7]1([CH3:24])[CH2:8][CH2:9][S:10][c:11]2[cH:12][c:13]([C:17]([CH2:18][CH2:19][CH2:20][CH2:21][CH3:22])=[O:23])[cH:14][cH:15][c:16]21.[Li:1][CH2:2][CH2:3][CH2:4][CH3:5]>>[CH2:2]=[C:17]([c:13]1[cH:12][c:11]2[c:16]([cH:15][cH:14]1)[C:7]([CH3:6])([CH3:24])[CH2:8][CH2:9][S:10]2)[CH2:18][CH2:19][CH2:20][CH2:21][CH3:22].